This data is from the Open Reaction Database (ORD), a public repository of structured organic reaction records. The task is: describe an organic reaction: reactants, conditions, products, and yield Starting materials: C(C=C)OC1=C(OC[C@@H]2OC2)C=C(C=C1)Cl ((R)-2-(2-Allyloxy-5-chlorophenoxymethyl)-oxirane), C1(=CC(=CC(=C1)C)C)C (mesitylene), C([O-])(O)=O.[Na+] (Sodium bicarbonate). Reaction conditions: time 24 hour. Product: C(C=C)C1=CC(=CC2=C1O[C@H](CO2)CO)Cl ((S)-(8-Allyl-6-chloro-2,3-dihydro-benzo(1,4)dioxin-2-yl)-methanol). Reaction SMILES: C([O:4][C:5]1[CH:15]=[CH:14][C:13]([Cl:16])=[CH:12][C:6]=1[O:7][CH2:8][C@H:9]1[CH2:11][O:10]1)C=C.C(=O)(O)[O-].[Na+].[C:22]1(C)[CH:27]=C(C)C=C(C)[CH:23]=1>>[CH2:27]([C:15]1[C:5]2[O:4][C@@H:9]([CH2:11][OH:10])[CH2:8][O:7][C:6]=2[CH:12]=[C:13]([Cl:16])[CH:14]=1)[CH:22]=[CH2:23] |f:1.2|. Procedure: (R)-2-(2-Allyloxy-5-chlorophenoxymethyl)-oxirane (9.2 g, 38 mmole) was dissolved in 500 ml of mesitylene and refluxed under nitrogen for 48 hours. The solvent was then removed in vacuum and replaced with 500 ml of ethanol. Sodium bicarbonate (50 g, 0.60 mole) was added and the mixture stirred at room temperature under nitrogen for 24 hours. The mixture was then filtered and concentrated in vacuum. The solvent was replaced with 500 ml of methylene chloride and the solution was washed with water a...